Dataset: the Open Reaction Database (ORD), a public repository of structured organic reaction records. Task: describe an organic reaction: reactants, conditions, products, and yield Reactants: CSC=1S\C(\C(N1)=O)=C/C=1C=C2C=CC=NC2=CC1 (2-methylsulfanyl-5-[1-quinolin-6-yl-meth-(Z)-ylidene]-thiazol-4-one), OC[C@@H](CC1=CC=CC=C1)N ((R)-1-hydroxymethyl-2-phenyl-ethylamine), CCN(C(C)C)C(C)C (DIEA). Yields the product OC[C@@H](CC1=CC=CC=C1)NC=1S\C(\C(N1)=O)=C/C=1C=C2C=CC=NC2=CC1 (2-((R)-1-hydroxymethyl-2-phenyl-ethylamino)-5-[1-quinolin-6-yl-meth-(Z)-ylidene]-thiazol-4-one). RXN SMILES: CS[C:3]1[S:4]/[C:5](=[CH:9]\[C:10]2[CH:11]=[C:12]3[C:17](=[CH:18][CH:19]=2)[N:16]=[CH:15][CH:14]=[CH:13]3)/[C:6](=[O:8])[N:7]=1.[OH:20][CH2:21][C@H:22]([NH2:30])[CH2:23][C:24]1[CH:29]=[CH:28][CH:27]=[CH:26][CH:25]=1.CCN(C(C)C)C(C)C>>[OH:20][CH2:21][C@H:22]([NH:30][C:3]1[S:4]/[C:5](=[CH:9]\[C:10]2[CH:11]=[C:12]3[C:17](=[CH:18][CH:19]=2)[N:16]=[CH:15][CH:14]=[CH:13]3)/[C:6](=[O:8])[N:7]=1)[CH2:23][C:24]1[CH:25]=[CH:26][CH:27]=[CH:28][CH:29]=1. Procedure: Similar procedure as described in example 1b was used, starting from 2-methylsulfanyl-5-[1-quinolin-6-yl-meth-(Z)-ylidene]-thiazol-4-one, (R)-1-hydroxymethyl-2-phenyl-ethylamine and DIEA to give 2-((R)-1-hydroxymethyl-2-phenyl-ethylamino)-5-[1-quinolin-6-yl-meth-(Z)-ylidene]-thiazol-4-one. LC-MS m/e 390 (MH+). The reactants are COC=1C=C(C=O)C=C(C1O)C(F)(F)F (3-methoxy-4-hydroxy-5-trifluoromethylbenzaldehyde), C(C)(=O)C1=CC=CC=C1 (acetophenone). The product is C1(=CC=CC=C1)C(C=CC1=CC(=C(C(=C1)C(F)(F)F)O)OC)=O (1-Phenyl-3-(3-methoxy-4-hydroxy-5-trifluoromethylphenyl)prop-2-en-1-one). RXN SMILES: [CH3:1][O:2][C:3]1[CH:4]=[C:5]([CH:8]=[C:9]([C:12]([F:15])([F:14])[F:13])[C:10]=1[OH:11])[CH:6]=O.[C:16]([C:19]1[CH:24]=[CH:23][CH:22]=[CH:21][CH:20]=1)(=[O:18])[CH3:17]>>[C:19]1([C:16](=[O:18])[CH:17]=[CH:6][C:5]2[CH:8]=[C:9]([C:12]([F:15])([F:14])[F:13])[C:10]([OH:11])=[C:3]([O:2][CH3:1])[CH:4]=2)[CH:24]=[CH:23][CH:22]=[CH:21][CH:20]=1. Reported procedure: The procedure described in Example 8 was repeated using 1.7 g of 3-methoxy-4-hydroxy-5-trifluoromethylbenzaldehyde and 1.0 g of acetophenone. Yield 1.1 g (45%), m.p. 166°-168° C. The reactants are [BH4-], [Na+], C1CCOC1, O, COc1cc(OCc2nc(-c3ccco3)oc2C)ccc1C=O. The product is COc1cc(OCc2nc(-c3ccco3)oc2C)ccc1CO. Reaction SMILES: [BH4-:24].[Na+:25].[O:27]1[CH2:28][CH2:29][CH2:30][CH2:31]1.[OH2:26].[o:1]1[c:2](-[c:6]2[o:7][c:8]([CH3:23])[c:9]([CH2:11][O:12][c:13]3[cH:14][c:15]([O:21][CH3:22])[c:16]([CH:17]=[O:18])[cH:19][cH:20]3)[n:10]2)[cH:3][cH:4][cH:5]1>>[o:1]1[c:2](-[c:6]2[o:7][c:8]([CH3:23])[c:9]([CH2:11][O:12][c:13]3[cH:14][c:15]([O:21][CH3:22])[c:16]([CH2:17][OH:18])[cH:19][cH:20]3)[n:10]2)[cH:3][cH:4][cH:5]1. The reactants are CN1CCCC1=O, Cc1cc(C)cc(S)c1, O=[N+]([O-])c1ccc(F)cc1, [K]. The product is Cc1cc(C)cc(Sc2ccc([N+](=O)[O-])cc2)c1. Reaction SMILES: [CH3:21][N:22]1[CH2:23][CH2:24][CH2:25][C:26]1=[O:27].[CH3:2][c:3]1[cH:4][c:5]([SH:10])[cH:6][c:7]([CH3:9])[cH:8]1.[F:11][c:12]1[cH:13][cH:14][c:15]([N+:18](=[O:19])[O-:20])[cH:16][cH:17]1.[K:1]>>[CH3:2][c:3]1[cH:4][c:5]([S:10][c:12]2[cH:13][cH:14][c:15]([N+:18](=[O:19])[O-:20])[cH:16][cH:17]2)[cH:6][c:7]([CH3:9])[cH:8]1.